This data is from the Open Reaction Database (ORD), a public repository of structured organic reaction records. The task is: describe an organic reaction: reactants, conditions, products, and yield Starting materials: CCCCCCCCCCCCCCCCSCC(O)COC(c1ccccc1)(c1ccccc1)c1ccccc1, CN=C=O, CN(C)c1ccncc1, ClCCl. The product is CCCCCCCCCCCCCCCCSCC(COC(c1ccccc1)(c1ccccc1)c1ccccc1)OC(=O)NC. As a reaction SMILES: [CH2:1]([CH2:2][CH2:3][CH2:4][CH2:5][CH2:6][CH2:7][CH2:8][CH2:9][CH2:10][CH2:11][CH2:12][CH2:13][CH2:14][CH2:15][CH3:16])[S:17][CH2:18][CH:19]([CH2:20][O:21][C:22]([c:23]1[cH:24][cH:25][cH:26][cH:27][cH:28]1)([c:29]1[cH:30][cH:31][cH:32][cH:33][cH:34]1)[c:35]1[cH:36][cH:37][cH:38][cH:39][cH:40]1)[OH:41].[CH3:42][N:43]=[C:44]=[O:45].[CH3:49][N:50]([CH3:51])[c:52]1[cH:53][cH:54][n:55][cH:56][cH:57]1.[Cl:46][CH2:47][Cl:48]>>[CH2:1]([CH2:2][CH2:3][CH2:4][CH2:5][CH2:6][CH2:7][CH2:8][CH2:9][CH2:10][CH2:11][CH2:12][CH2:13][CH2:14][CH2:15][CH3:16])[S:17][CH2:18][CH:19]([CH2:20][O:21][C:22]([c:23]1[cH:24][cH:25][cH:26][cH:27][cH:28]1)([c:29]1[cH:30][cH:31][cH:32][cH:33][cH:34]1)[c:35]1[cH:36][cH:37][cH:38][cH:39][cH:40]1)[O:41][C:44]([NH:43][CH3:42])=[O:45]. Reactants: [H-].[Al+3].[Li+].[H-].[H-].[H-] (lithium aluminum hydride), N,N-dimethylaminopyridine, C(CC)(=O)Cl (propionyl chloride), N#N (N2), C(C)C=1C(=C2C=CC=CN2C1C(CC)=O)CC(=O)N (2-(2-ethyl-3-propionylindolizin-1-yl)-acetamide), N#N (N2), C(C)C=1C(=C2C=CC=CN2C1)CC(=O)N (2-(2-ethylindolizin-1-yl)acetamide). The solvent is C(C)OCC (ethyl ether), C(C)N(CC)CC (triethylamine), ClC(C)Cl (dichloroethane). Conditions: time 1 hour. Yields the product C(C)C=1C(=C2C=CC=CN2C1CCC)CCN (2-(2-ethyl-3-propylindolizin-1-yl)ethylamine). Reaction SMILES: C(C1C(CC(N)=O)=C2N(C=1)C=CC=C2)C.C(Cl)(=O)CC.N#N.[CH2:23]([C:25]1[C:26]([CH2:38][C:39]([NH2:41])=O)=[C:27]2[N:32]([C:33]=1[C:34](=O)[CH2:35][CH3:36])[CH:31]=[CH:30][CH:29]=[CH:28]2)[CH3:24].[H-].[Al+3].[Li+].[H-].[H-].[H-]>ClC(Cl)C.C(OCC)C.C(N(CC)CC)C>[CH2:23]([C:25]1[C:26]([CH2:38][CH2:39][NH2:41])=[C:27]2[N:32]([C:33]=1[CH2:34][CH2:35][CH3:36])[CH:31]=[CH:30][CH:29]=[CH:28]2)[CH3:24] |f:4.5.6.7.8.9|. Procedure: 2-(2-ethylindolizin-1-yl)acetamide (1.0 g, 5 mmol) was dissolved in dichloroethane (30 mL) to which was added triethylamine (TEA, 0.65 mL) N,N-dimethylaminopyridine (DMAP, 60 mg) and propionyl chloride (0.7 mL). The reaction mixture was heated under reflux in a N2 atmosphere overnight. The cooled reaction mixture was partitioned between water and methylene chloride. The phases were separated and the aqueous phase was extracted with methylene chloride 3 times. The organic layers were combined and...